This data is from the Open Reaction Database (ORD), a public repository of structured organic reaction records. The task is: describe an organic reaction: reactants, conditions, products, and yield Starting materials: C1CCOC1, C[Si](C)(C)[N-][Si](C)(C)C, O=C1OCc2c1ccnc2Cl, Cl, O=C1Cc2cc(F)ccc2N1, [Li+]. Yields the product O=C1Nc2ccc(F)cc2C1=C1OCc2c1ccnc2Cl. As a reaction SMILES: [CH2:34]1[O:35][CH2:36][CH2:37][CH2:38]1.[CH3:12][Si:13]([N-:14][Si:15]([CH3:16])([CH3:17])[CH3:18])([CH3:19])[CH3:20].[Cl:22][c:23]1[n:24][cH:25][cH:26][c:27]2[c:28]1[CH2:29][O:30][C:31]2=[O:32].[ClH:33].[F:1][c:2]1[cH:3][c:4]2[c:8]([cH:9][cH:10]1)[NH:7][C:6](=[O:11])[CH2:5]2.[Li+:21]>>[F:1][c:2]1[cH:3][c:4]2[c:8]([cH:9][cH:10]1)[NH:7][C:6](=[O:11])[C:5]2=[C:31]1[c:27]2[cH:26][cH:25][n:24][c:23]([Cl:22])[c:28]2[CH2:29][O:30]1. Starting materials: C(C1=CC=CC=C1)O[C@@H]1C(O)O[C@@H]([C@H]([C@@H]1OCC1=CC=CC=C1)OCC1=CC=CC=C1)COCC1=CC=CC=C1 (2,3,4,6-tetra-O-benzyl-mannopyranose), C(C)(C)(C)OC(CBr)=O (bromoacetic acid tert-butyl ester), C(C)O (ethanol), fine-powder, [OH-].[K+] (potassium hydroxide), [OH-].[K+] (potassium hydroxide). The reagents and catalysts are S(=O)(=O)(O)[O-].C(CCC)[N+](CCCC)(CCCC)CCCC (tetrabutylammonium hydrogen sulfate). The solvent is C(C)OCOCC (diethoxymethane), O (water). Conditions: temperature 0 celsius, time 2 hour. The product is C(C1=CC=CC=C1)O[C@@H]1C(OCC(=O)O)O[C@@H]([C@H]([C@@H]1OCC1=CC=CC=C1)OCC1=CC=CC=C1)COCC1=CC=CC=C1 (2,3,4,6-Tetra-O-benzyl-1-O-carboxymethyl-mannopyranose). As a reaction SMILES: [CH2:1]([O:8][C@H:9]1[C@@H:15]([O:16][CH2:17][C:18]2[CH:23]=[CH:22][CH:21]=[CH:20][CH:19]=2)[C@H:14]([O:24][CH2:25][C:26]2[CH:31]=[CH:30][CH:29]=[CH:28][CH:27]=2)[C@@H:13]([CH2:32][O:33][CH2:34][C:35]2[CH:40]=[CH:39][CH:38]=[CH:37][CH:36]=2)[O:12][CH:10]1[OH:11])[C:2]1[CH:7]=[CH:6][CH:5]=[CH:4][CH:3]=1.[OH-].[K+].C([O:47][C:48](=[O:51])[CH2:49]Br)(C)(C)C.C(O)C>S([O-])(O)(=O)=O.C([N+](CCCC)(CCCC)CCCC)CCC.C(OCOCC)C.O>[CH2:1]([O:8][C@H:9]1[C@@H:15]([O:16][CH2:17][C:18]2[CH:23]=[CH:22][CH:21]=[CH:20][CH:19]=2)[C@H:14]([O:24][CH2:25][C:26]2[CH:27]=[CH:28][CH:29]=[CH:30][CH:31]=2)[C@@H:13]([CH2:32][O:33][CH2:34][C:35]2[CH:36]=[CH:37][CH:38]=[CH:39][CH:40]=2)[O:12][CH:10]1[O:11][CH2:49][C:48]([OH:51])=[O:47])[C:2]1[CH:3]=[CH:4][CH:5]=[CH:6][CH:7]=1 |f:1.2,5.6|. Procedure details: A mixture that consists of 500.0 g (924.2 mmol) of 2,3,4,6-tetra-O-benzyl-mannopyranose and 50.00 g (147.1 mmol) of tetrabutylammonium hydrogen sulfate in 2500 ml of diethoxymethane is cooled to a temperature of 0° C. 121.77 g (217.0 mmol) of fine-powder potassium hydroxide is then added thereto, and it is stirred for 10 more minutes. At a temperature of between 0° C. and 5° C., 180.39 g (1608 mmol) of bromoacetic acid tert-butyl ester is added in drops within 30 minutes while being stirred vigo...